This data is from the Open Reaction Database (ORD), a public repository of structured organic reaction records. The task is: describe an organic reaction: reactants, conditions, products, and yield Starting materials: CN1C(=NC=C1)CSC1=CC=C(N)C=C1 (4-[[(1-methylimidazol-2-yl)methyl]sulfanyl]aniline), C(CCC)OCCOC1=CC=C(C=C1)C=1C=CC2=C(C=C(CCN2CC(C)C)C(=O)O)C1 (7-[4-(2-butoxyethoxy)phenyl]-1-isobutyl-2,3-dihydro-1-benzazepine-4-carboxylic acid), CN(C)C=O (DMF), S(=O)(Cl)Cl (thionyl chloride). Solvent: O1CCCC1 (tetrahydrofuran), C(C)N(CC)CC (triethylamine), O1CCCC1 (tetrahydrofuran), O (water). Run at time 1 hour. The product is C(CCC)OCCOC1=CC=C(C=C1)C=1C=CC2=C(C=C(CCN2CC(C)C)C(=O)NC2=CC=C(C=C2)SCC=2N(C=CN2)C)C1 (7-[4-(2-butoxyethoxy)phenyl]-1-isobutyl-N-[4-[[(1-methylimidazol-2-yl)methyl]sulfanyl]phenyl]-2,3-dihydro-1-benzazepine-4-carboxamide). Yield: 56.4%. As a reaction SMILES: [CH2:1]([O:5][CH2:6][CH2:7][O:8][C:9]1[CH:14]=[CH:13][C:12]([C:15]2[CH:16]=[CH:17][C:18]3[N:24]([CH2:25][CH:26]([CH3:28])[CH3:27])[CH2:23][CH2:22][C:21]([C:29]([OH:31])=O)=[CH:20][C:19]=3[CH:32]=2)=[CH:11][CH:10]=1)[CH2:2][CH2:3][CH3:4].CN(C=O)C.S(Cl)(Cl)=O.[CH3:42][N:43]1[CH:47]=[CH:46][N:45]=[C:44]1[CH2:48][S:49][C:50]1[CH:56]=[CH:55][C:53]([NH2:54])=[CH:52][CH:51]=1>O1CCCC1.O.C(N(CC)CC)C>[CH2:1]([O:5][CH2:6][CH2:7][O:8][C:9]1[CH:14]=[CH:13][C:12]([C:15]2[CH:16]=[CH:17][C:18]3[N:24]([CH2:25][CH:26]([CH3:28])[CH3:27])[CH2:23][CH2:22][C:21]([C:29]([NH:54][C:53]4[CH:55]=[CH:56][C:50]([S:49][CH2:48][C:44]5[N:43]([CH3:42])[CH:47]=[CH:46][N:45]=5)=[CH:51][CH:52]=4)=[O:31])=[CH:20][C:19]=3[CH:32]=2)=[CH:11][CH:10]=1)[CH2:2][CH2:3][CH3:4]. Procedure details: To a solution of 7-[4-(2-butoxyethoxy)phenyl]-1-isobutyl-2,3-dihydro-1-benzazepine-4-carboxylic acid (700 mg) in tetrahydrofuran (15 ml): was added one droplet of DMF. Then, thionyl chloride (0.15 ml) was added to the mixture at 0° C., and the mixture was allowed to be at room temperature and stirred for 1 hour under nitrogen atmosphere. This solution was added to a solution of 4-[[(1-methylimidazol-2-yl)methyl]sulfanyl]aniline (456 mg) and triethylamine (5.8 ml) in tetrahydrofuran (15 ml) at 0°... Starting materials: ClCCl, CCc1ccccc1, CC(C)=O, CCCCCCC, CC(C)[N-]C(C)C, Clc1nc(N2CCOCC2)c2ncsc2n1, [Li+], C1CCOC1, C1CCOC1. Product: CC(C)(O)c1nc2c(N3CCOCC3)nc(Cl)nc2s1. RXN SMILES: [CH2:29]([Cl:30])[Cl:31].[CH2:37]([c:38]1[cH:39][cH:40][cH:41][cH:42][cH:43]1)[CH3:44].[CH3:25][C:26]([CH3:27])=[O:28].[CH3:50][CH2:51][CH2:52][CH2:53][CH2:54][CH2:55][CH3:56].[CH:17]([N-:18][CH:19]([CH3:20])[CH3:21])([CH3:22])[CH3:23].[Cl:1][c:2]1[n:3][c:4]([N:11]2[CH2:12][CH2:13][O:14][CH2:15][CH2:16]2)[c:5]2[c:6]([n:7]1)[s:8][cH:9][n:10]2.[Li+:24].[O:32]1[CH2:33][CH2:34][CH2:35][CH2:36]1.[O:45]1[CH2:46][CH2:47][CH2:48][CH2:49]1>>[Cl:1][c:2]1[n:3][c:4]([N:11]2[CH2:12][CH2:13][O:14][CH2:15][CH2:16]2)[c:5]2[c:6]([n:7]1)[s:8][c:9]([C:26]([CH3:25])([CH3:27])[OH:28])[n:10]2. The reactants are CCI, Cc1nnc2ccc(-c3cccc(NC(=O)C4CC4)c3)nn12, CN(C)C=O, [H-], [Na+], O. Yields the product CCN(C(=O)C1CC1)c1cccc(-c2ccc3nnc(C)n3n2)c1. Reaction SMILES: [CH2:30]([CH3:31])[I:32].[CH3:1][c:2]1[n:3][n:4][c:5]2[n:6]1[n:7][c:8](-[c:11]1[cH:12][c:13]([NH:17][C:18](=[O:19])[CH:20]3[CH2:21][CH2:22]3)[cH:14][cH:15][cH:16]1)[cH:9][cH:10]2.[CH3:25][N:26]([CH3:27])[CH:28]=[O:29].[H-:23].[Na+:24].[OH2:33]>>[CH3:1][c:2]1[n:3][n:4][c:5]2[n:6]1[n:7][c:8](-[c:11]1[cH:12][c:13]([N:17]([C:18](=[O:19])[CH:20]3[CH2:21][CH2:22]3)[CH2:30][CH3:31])[cH:14][cH:15][cH:16]1)[cH:9][cH:10]2. Reactants: 0.1, O=C1C(O)=C([O-])[C@H](O1)[C@@H](O)CO.[Na+] (sodium ascorbate), [OH-].[Na+] (sodium hydroxide). Solvent: O.CO (water methanol), CO (methanol), O.CO (water methanol). Yields the product O=C1C(O)=C(O)[C@H](O1)[C@@H](O)CO (ascorbic acid). RXN SMILES: [O:1]=[C:2]1[O:8][C@H:7]([C@H:9]([CH2:11][OH:12])[OH:10])[C:5]([O-:6])=[C:3]1[OH:4].[Na+].[OH-].[Na+]>O.CO.CO>[O:1]=[C:2]1[O:8][C@H:7]([C@H:9]([CH2:11][OH:12])[OH:10])[C:5]([OH:6])=[C:3]1[OH:4] |f:0.1,2.3,4.5|. Procedure details: Except that 200 ml of 0.1 w/v% solution of sodium ascorbate in water-methanol (water/methanol-1/100) was used in place of 200 ml of the solution of sodium hydroxide in methanol in Example 1, a similar treatment to that in Example 1 gave 190 g of ascorbic acid powder of 100 mesh pass. The powder contained about 30 ppm of sodium ascorbate.